From a dataset of the Open Reaction Database (ORD), a public repository of structured organic reaction records. describe an organic reaction: reactants, conditions, products, and yield Reactants: CCc1cccc(CC)c1-c1cc(OC)c(C(=O)OC)cn1, CN(C)C=O, O=P(Cl)(Cl)Cl. The product is CCc1cccc(CC)c1-c1cc(Cl)c(C(=O)OC)cn1. As a reaction SMILES: [CH3:1][O:2][C:3]([c:4]1[cH:5][n:6][c:7](-[c:12]2[c:13]([CH2:20][CH3:21])[cH:14][cH:15][cH:16][c:17]2[CH2:18][CH3:19])[cH:8][c:9]1[O:10][CH3:11])=[O:22].[O:28]=[CH:29][N:30]([CH3:31])[CH3:32].[P:23]([Cl:24])([Cl:25])([Cl:26])=[O:27]>>[CH3:1][O:2][C:3]([c:4]1[cH:5][n:6][c:7](-[c:12]2[c:13]([CH2:20][CH3:21])[cH:14][cH:15][cH:16][c:17]2[CH2:18][CH3:19])[cH:8][c:9]1[Cl:25])=[O:22]. Reactants: [Al+3], Cc1ccccc1, CS(=O)(=O)Nc1ncc(SCc2ccccc2)s1, [Cl-], [Cl-], [Cl-]. The product is CS(=O)(=O)Nc1ncc(S)s1. Reaction SMILES: [Al+3:2].[CH3:23][c:24]1[cH:25][cH:26][cH:27][cH:28][cH:29]1.[CH3:5][S:6](=[O:7])(=[O:8])[NH:9][c:10]1[s:11][c:12]([S:15][CH2:16][c:17]2[cH:18][cH:19][cH:20][cH:21][cH:22]2)[cH:13][n:14]1.[Cl-:1].[Cl-:3].[Cl-:4]>>[CH3:5][S:6](=[O:7])(=[O:8])[NH:9][c:10]1[s:11][c:12]([SH:15])[cH:13][n:14]1. Starting materials: C12(CCC(CC1)C2)C(=O)C (methyl norbornyl ketone), CC(=CC=O)C (3,3-dimethyl-acrolein). Reagents/catalysts: [O-2].[Zn+2] (zinc oxide). The product is CC(=CC=CC(=O)C12CCC(CC1)C2)C ((4-methyl-1,3-pentadienyl)-norbornyl ketone). Yield: 88.0%. Reaction SMILES: [C:1]12([C:8]([CH3:10])=[O:9])[CH2:7][CH:4]([CH2:5][CH2:6]1)[CH2:3][CH2:2]2.[CH3:11][C:12]([CH3:16])=[CH:13][CH:14]=O>[O-2].[Zn+2]>[CH3:11][C:12]([CH3:16])=[CH:13][CH:14]=[CH:10][C:8]([C:1]12[CH2:7][CH:4]([CH2:5][CH2:6]1)[CH2:3][CH2:2]2)=[O:9] |f:2.3|. Reported procedure: 100 Parts of methyl norbornyl ketone, 50 parts of 3,3-dimethyl-acrolein and 15 parts of zinc oxide are heated for 5 hours at 180° C and a pressure of 55 atmospheres. 85.7 Parts of (4-methyl-1,3-pentadienyl)-norbornyl ketone is obtained having a boiling point of 110° C at 0.01 mm analogously to Example 9. The yield is 88% of theory at a conversion of 80% of theory based on 3,3-dimethylacrolein. Reactants: COC(C(CC=C)C1=CC=C(C=C1)CNS(=O)(=O)C)=O (2-[4-(methanesulfonylamino-methyl)-phenyl]-pent-4-enoic acid methyl ester), O1CCCC1 (tetrahydrofuran), Cl (hydrochloric acid), O.[OH-].[Li+] (lithium hydroxide hydrate). Solvent: CO (methanol), O (water), O (water). Run at time 16 hour. Product: CS(=O)(=O)NCC1=CC=C(C=C1)C(C(=O)O)CC=C (2-[4-(Methanesulfonylamino-methyl)-phenyl]-pent-4-enoic acid). As a reaction SMILES: C[O:2][C:3](=[O:20])[CH:4]([C:8]1[CH:13]=[CH:12][C:11]([CH2:14][NH:15][S:16]([CH3:19])(=[O:18])=[O:17])=[CH:10][CH:9]=1)[CH2:5][CH:6]=[CH2:7].O1CCCC1.O.[OH-].[Li+].Cl>O.CO>[CH3:19][S:16]([NH:15][CH2:14][C:11]1[CH:12]=[CH:13][C:8]([CH:4]([CH2:5][CH:6]=[CH2:7])[C:3]([OH:20])=[O:2])=[CH:9][CH:10]=1)(=[O:18])=[O:17] |f:2.3.4|. Procedure details: To a stirred solution of 2-[4-(methanesulfonylamino-methyl)-phenyl]-pent-4-enoic acid methyl ester (1.85 g, 6.55 mmol) in a 1:1 mixture of tetrahydrofuran (25 cm3) and methanol (25 cm3) at ambient temperature under an atmosphere of dry nitrogen was added lithium hydroxide hydrate (1.16 g, 26.2 mmol) dissolved in water (25 cm3). The mixture was stirred at ambient temperature for 16 hours and volatile fractions removed in vacuo to leave an aqueous mixture. The mixture was diluted with water (25 cm... Reactants: CC(C)(C)OC(=O)N1CC(O)OCC1C(OCc1ccccc1)C(Cc1cc(F)cc(F)c1)N(Cc1ccccc1)Cc1ccccc1, O=S(=O)(OCC1(CF)CCCC1)C(F)(F)F. The product is CC(C)(C)OC(=O)N1CC(OCC2(CF)CCCC2)OCC1C(OCc1ccccc1)C(Cc1cc(F)cc(F)c1)N(Cc1ccccc1)Cc1ccccc1. Reaction SMILES: [C:1]([CH3:2])([CH3:3])([CH3:4])[O:5][C:6](=[O:7])[N:8]1[CH2:9][CH:10]([OH:48])[O:11][CH2:12][CH:13]1[CH:14]([CH:15]([CH2:16][c:17]1[cH:18][c:19]([F:24])[cH:20][c:21]([F:23])[cH:22]1)[N:25]([CH2:26][c:27]1[cH:28][cH:29][cH:30][cH:31][cH:32]1)[CH2:33][c:34]1[cH:35][cH:36][cH:37][cH:38][cH:39]1)[O:40][CH2:41][c:42]1[cH:43][cH:44][cH:45][cH:46][cH:47]1.[F:49][CH2:50][C:51]1([CH2:56][O:57][S:58]([C:59]([F:60])([F:61])[F:62])(=[O:63])=[O:64])[CH2:52][CH2:53][CH2:54][CH2:55]1>>[C:1]([CH3:2])([CH3:3])([CH3:4])[O:5][C:6](=[O:7])[N:8]1[CH2:9][CH:10]([O:48][CH2:56][C:51]2([CH2:50][F:49])[CH2:52][CH2:53][CH2:54][CH2:55]2)[O:11][CH2:12][CH:13]1[CH:14]([CH:15]([CH2:16][c:17]1[cH:18][c:19]([F:24])[cH:20][c:21]([F:23])[cH:22]1)[N:25]([CH2:26][c:27]1[cH:28][cH:29][cH:30][cH:31][cH:32]1)[CH2:33][c:34]1[cH:35][cH:36][cH:37][cH:38][cH:39]1)[O:40][CH2:41][c:42]1[cH:43][cH:44][cH:45][cH:46][cH:47]1. Starting materials: [O-]S(=O)(=S)[O-].[Na+].[Na+] (Na2S2O3), C1(CCCCC1)/C(=C/CO)/CC ((E)-3-cyclohexylpent-2-enol), C(=O)(O)[O-].[Na+] (NaHCO3), CC(=O)OI1(C=2C=CC=CC2C(=O)O1)(OC(=O)C)OC(=O)C (Dess-Martin periodinane). The solvent is ClCCl (dichloromethane). Conditions: time 2 hour. The product is C1(CCCCC1)/C(=C/C=O)/CC ((E)-3-cyclohexylpent-2-enal). Isolated yield 67.5%. RXN SMILES: [CH:1]1(/[C:7](/[CH2:11][CH3:12])=[CH:8]/[CH2:9][OH:10])[CH2:6][CH2:5][CH2:4][CH2:3][CH2:2]1.CC(OI1(OC(C)=O)(OC(C)=O)OC(=O)C2C=CC=CC1=2)=O.C([O-])(O)=O.[Na+].[O-]S([O-])(=S)=O.[Na+].[Na+]>ClCCl>[CH:1]1(/[C:7](/[CH2:11][CH3:12])=[CH:8]/[CH:9]=[O:10])[CH2:6][CH2:5][CH2:4][CH2:3][CH2:2]1 |f:2.3,4.5.6|. Reported procedure: To a solution of (E)-3-cyclohexylpent-2-enol (1.50 g, 8.91 mmol) in dichloromethane (45 mL), cooled to 0° C., was added Dess-Martin periodinane (9.7 g, 22.9 mmol). The resulting suspension was warmed to room temperature and stirred for approximately 2 h until the reaction was judged to be complete by TLC. The reaction was poured into 100 mL of saturated aqueous NaHCO3 containing Na2S2O3 (3 g). This mixture was stirred vigorously until both layers became clear. The aqueous layer was extracted wit...